From a dataset of the Open Reaction Database (ORD), a public repository of structured organic reaction records. describe an organic reaction: reactants, conditions, products, and yield Reactants: C(=O)(C(=O)OCC)NC1=C(C2=C(SC(=C2)C(=O)OCC)C=C1)[N+](=O)[O-] (5-ethoxalylamino-2-ethoxycarbonyl-4-nitrobenzo[b]thiophene). Reagents/catalysts: [Pd] (palladium-on-charcoal). Run in C(C)O (ethanol). The product is C(C)OC(=O)C1=CC=2C=3N=C(C(=NC3C=CC2S1)O)O (8-Ethoxycarbonyl-2,3-dihydroxythieno[3,2-f]quinoxaline). Yield: 62.9%. RXN SMILES: [C:1]([NH:8][C:9]1[CH:22]=[CH:21][C:12]2[S:13][C:14]([C:16]([O:18][CH2:19][CH3:20])=[O:17])=[CH:15][C:11]=2[C:10]=1[N+:23]([O-])=O)([C:3](OCC)=[O:4])=[O:2]>C(O)C.[Pd]>[CH2:19]([O:18][C:16]([C:14]1[S:13][C:12]2[CH:21]=[CH:22][C:9]3[N:8]=[C:1]([OH:2])[C:3]([OH:4])=[N:23][C:10]=3[C:11]=2[CH:15]=1)=[O:17])[CH3:20]. Procedure: A solution of 5-ethoxalylamino-2-ethoxycarbonyl-4-nitrobenzo[b]thiophene (0.84 g, 2.3 mmol) in ethanol was hydrogenated at atmospheric pressure and room temperature in the presence of 0.55 g of 5% palladium-on-charcoal. The catalyst was removed by filtration and washed with ethanol. The filtrate was heated to reflux for 11/2 h, and cooled. The resulting precipitate was collected by filtration and washed with ethanol to give 0.42 g (63%) of the title compound, m.p. 357°-36l° C.; IR (KBr): 1680 cm... The reactants are S1(NCCC1)(=O)=O (isothiazolidine 1,1-dioxide), BrC=1C=CC(=NC1)C(=O)N1CCN(CC1)C1=NC=C(C=C1C)C ((5-bromopyridin-2-yl) [4-(3,5-dimethylpyridin-2-yl)piperazin-1-yl]methanone). Product: CC=1C(=NC=C(C1)C)N1CCN(CC1)C(=O)C1=NC=C(C=C1)N1S(CCC1)(=O)=O ([4-(3,5-dimethylpyridin-2-yl)piperazin-1-yl][5-(1,1-dioxo-1λ6-isothiazolidin-2-yl)pyridin-2-yl]methanone). Isolated yield 37.1%. Reaction SMILES: [S:1]1(=[O:7])(=[O:6])[CH2:5][CH2:4][CH2:3][NH:2]1.Br[C:9]1[CH:10]=[CH:11][C:12]([C:15]([N:17]2[CH2:22][CH2:21][N:20]([C:23]3[C:28]([CH3:29])=[CH:27][C:26]([CH3:30])=[CH:25][N:24]=3)[CH2:19][CH2:18]2)=[O:16])=[N:13][CH:14]=1>>[CH3:29][C:28]1[C:23]([N:20]2[CH2:21][CH2:22][N:17]([C:15]([C:12]3[CH:11]=[CH:10][C:9]([N:2]4[CH2:3][CH2:4][CH2:5][S:1]4(=[O:7])=[O:6])=[CH:14][N:13]=3)=[O:16])[CH2:18][CH2:19]2)=[N:24][CH:25]=[C:26]([CH3:30])[CH:27]=1. Procedure: Using isothiazolidine 1,1-dioxide (121 mg) and (5-bromopyridin-2-yl) [4-(3,5-dimethylpyridin-2-yl)piperazin-1-yl]methanone (375 mg) described in Preparation Example 134 and by the reaction and treatment in the same manner as in Example 1, the title compound (154 mg) was obtained. The reactants are CC1(C)Cc2sccc2C1=O, [H][H], N, C1CCOC1. Product: CC1(C)Cc2sccc2C1N. As a reaction SMILES: [CH3:4][C:5]1([CH3:14])[C:6](=[O:13])[c:7]2[c:8]([s:9][cH:10][cH:11]2)[CH2:12]1.[H:2][H:3].[NH3:1].[O:15]1[CH2:16][CH2:17][CH2:18][CH2:19]1>>[NH2:1][CH:6]1[C:5]([CH3:4])([CH3:14])[CH2:12][c:8]2[c:7]1[cH:11][cH:10][s:9]2.